Dataset: the Open Reaction Database (ORD), a public repository of structured organic reaction records. Task: describe an organic reaction: reactants, conditions, products, and yield The reactants are Cl.C(C1=CC=CC=C1)OC1=C2CCCC(C2=CC=C1)C(=O)N(CC=1C=NNC1)C=1C=NC(=CC1)C(C)C (5-benzyloxy-N-(6-isopropylpyridin-3-yl)-N-[(pyrazol-4-yl)methyl]-1,2,3,4-tetrahydronaphthalene-1-carboxamide hydrochloride), ClCC=1C=NN(C1)CC (4-chloromethyl-1-ethylpyrazole). The product is C(C1=CC=CC=C1)OC1=C2CCCC(C2=CC=C1)C(=O)N(C=1C=NC(=CC1)C(C)C)CC=1C=NN(C1)CC=1C=NN(C1)CC (5-benzyloxy-N-({1-[(1-ethylpyrazol-4-yl)methyl]pyrazol-4-yl}methyl)-N-(6-isopropylpyridin-3-yl)-1,2,3,4-tetrahydronaphthalene-1-carboxamide). The yield is 65.3%. Reaction SMILES: Cl.[CH2:2]([O:9][C:10]1[CH:19]=[CH:18][CH:17]=[C:16]2[C:11]=1[CH2:12][CH2:13][CH2:14][CH:15]2[C:20]([N:22]([C:29]1[CH:30]=[N:31][C:32]([CH:35]([CH3:37])[CH3:36])=[CH:33][CH:34]=1)[CH2:23][C:24]1[CH:25]=[N:26][NH:27][CH:28]=1)=[O:21])[C:3]1[CH:8]=[CH:7][CH:6]=[CH:5][CH:4]=1.Cl[CH2:39][C:40]1[CH:41]=[N:42][N:43]([CH2:45][CH3:46])[CH:44]=1>>[CH2:2]([O:9][C:10]1[CH:19]=[CH:18][CH:17]=[C:16]2[C:11]=1[CH2:12][CH2:13][CH2:14][CH:15]2[C:20]([N:22]([CH2:23][C:24]1[CH:25]=[N:26][N:27]([CH2:39][C:40]2[CH:41]=[N:42][N:43]([CH2:45][CH3:46])[CH:44]=2)[CH:28]=1)[C:29]1[CH:30]=[N:31][C:32]([CH:35]([CH3:37])[CH3:36])=[CH:33][CH:34]=1)=[O:21])[C:3]1[CH:8]=[CH:7][CH:6]=[CH:5][CH:4]=1 |f:0.1|. Procedure details: By the reaction and treatment in the same manner as in Example 271 using 5-benzyloxy-N-(6-isopropylpyridin-3-yl)-N-[(pyrazol-4-yl)methyl]-1,2,3,4-tetrahydronaphthalene-1-carboxamide hydrochloride (0.78 g) and 4-chloromethyl-1-ethylpyrazole (0.43 g) as starting materials, 5-benzyloxy-N-({1-[(1-ethylpyrazol-4-yl)methyl]pyrazol-4-yl}methyl)-N-(6-isopropylpyridin-3-yl)-1,2,3,4-tetrahydronaphthalene-1-carboxamide (0.58 g) was obtained. The reactants are [H-].[Al+3].[Li+].[H-].[H-].[H-] (lithium aluminum hydride), O (water), OCC1=CC=C(C=C1)NC(C1=CC=C(C=C1)OCCCCCCCCCCCCCC)=O (N-[4-(hydroxymethyl)phenyl]-4-(tetradecyloxy)benzamide), C(C)(=O)OCC (Ethyl acetate). Run in O1CCCC1 (tetrahydrofuran), O1CCCC1 (tetrahydrofuran). Run at time 0.5 hour. Product: C(CCCCCCCCCCCCC)OC1=CC=C(C=C1)CNC1=CC=C(C=C1)CO (4-[[[4-(Tetradecyloxy)phenyl]methyl]amino]benzenemethanol). As a reaction SMILES: [OH:1][CH2:2][C:3]1[CH:8]=[CH:7][C:6]([NH:9][C:10](=O)[C:11]2[CH:16]=[CH:15][C:14]([O:17][CH2:18][CH2:19][CH2:20][CH2:21][CH2:22][CH2:23][CH2:24][CH2:25][CH2:26][CH2:27][CH2:28][CH2:29][CH2:30][CH3:31])=[CH:13][CH:12]=2)=[CH:5][CH:4]=1.[H-].[Al+3].[Li+].[H-].[H-].[H-].C(OCC)(=O)C.O>O1CCCC1>[CH2:18]([O:17][C:14]1[CH:15]=[CH:16][C:11]([CH2:10][NH:9][C:6]2[CH:7]=[CH:8][C:3]([CH2:2][OH:1])=[CH:4][CH:5]=2)=[CH:12][CH:13]=1)[CH2:19][CH2:20][CH2:21][CH2:22][CH2:23][CH2:24][CH2:25][CH2:26][CH2:27][CH2:28][CH2:29][CH2:30][CH3:31] |f:1.2.3.4.5.6|. Procedure: To a suspension of 13 g of N-[4-(hydroxymethyl)phenyl]-4-(tetradecyloxy)benzamide in 250 ml of tetrahydrofuran is added dropwise with stirring under argon 59.14 ml of 1 molar lithium aluminum hydride in tetrahydrofuran. The mixture is stirred at room temperature for 0.5 hours and refluxed for 5 hours. Ethyl acetate is added dropwise followed by water. The mixture is filtered and the cake washed with ether. The filtrate is evaporated to a residue which is purified by chromatography on silica gel ...